From a dataset of the Open Reaction Database (ORD), a public repository of structured organic reaction records. describe an organic reaction: reactants, conditions, products, and yield Product: CC(CO)Nc1nc(SCc2cccc(F)c2F)nc2nc(N)sc12. Reaction SMILES: [Cl:1][c:2]1[c:3]2[c:4]([n:5][c:6]([S:8][CH2:9][c:10]3[c:11]([F:17])[c:12]([F:16])[cH:13][cH:14][cH:15]3)[n:7]1)[n:18][c:19]([NH2:21])[s:20]2.[NH2:22][CH:23]([CH2:24][OH:25])[CH3:26]>>[c:2]1([NH:22][CH:23]([CH2:24][OH:25])[CH3:26])[c:3]2[c:4]([n:5][c:6]([S:8][CH2:9][c:10]3[c:11]([F:17])[c:12]([F:16])[cH:13][cH:14][cH:15]3)[n:7]1)[n:18][c:19]([NH2:21])[s:20]2. Reactants: Nc1nc2nc(SCc3cccc(F)c3F)nc(Cl)c2s1, CC(N)CO. Reactants: 2-(isochroman-1-yl)ethanol O-methanesulfonate, CC1CN(CC(N1)C)C1=CC=C(C=C1)S(=O)(=O)N (4-(3,5-dimethylpiperazin-1-yl)benzenesulfonamide), N1(CCNCC1)C1=CC=C(C=C1)S(=O)(=O)N (4-(piperazin-1-yl)benzenesulfonamide), FC1=CC=C(C=C1)S(=O)(=O)N (4-fluorobenzenesulfonamide), ClCCC1OCC(C2=CC=CC=C12)C (1-(2-chloroethyl)-4-methyl-isochroman), C[C@@H]1N[C@@H](CNC1)C (cis-2,6-dimethylpiperazine), C1(=CC=CC=C1)C[C@@H]1N(C(OC1)=O)C(C(C)C1=CC=CC=C1)=O ((4S)-4-(phenylmethyl)-3-(2-phenylpropionyl)-2-oxazolidinone). Product: [C@H]1(OCCC2=CC=CC=C12)CCN1[C@@H](CN(C[C@@H]1C)C1=CC=C(C=C1)S(=O)(=O)N)C ((S)-(-)-4-[4-[2-(Isochroman-1-yl)ethyl]-cis-3,5-dimethylpiperazin-1-yl]benzenesulfonamide). RXN SMILES: [CH3:1][CH:2]1[NH:7][CH:6]([CH3:8])[CH2:5][N:4]([C:9]2[CH:14]=[CH:13][C:12]([S:15]([NH2:18])(=[O:17])=[O:16])=[CH:11][CH:10]=2)[CH2:3]1.N1(C2C=CC(S(N)(=O)=O)=CC=2)CCNCC1.FC1C=CC(S(N)(=O)=O)=CC=1.Cl[CH2:47][CH2:48][CH:49]1[C:58]2[C:53](=[CH:54][CH:55]=[CH:56][CH:57]=2)[CH:52](C)[CH2:51][O:50]1.C[C@H]1CNC[C@@H](C)N1.C1(C[C@H]2COC(=O)N2C(=O)C(C2C=CC=CC=2)C)C=CC=CC=1>>[C@H:49]1([CH2:48][CH2:47][N:7]2[C@@H:6]([CH3:8])[CH2:5][N:4]([C:9]3[CH:10]=[CH:11][C:12]([S:15]([NH2:18])(=[O:16])=[O:17])=[CH:13][CH:14]=3)[CH2:3][C@H:2]2[CH3:1])[C:58]2[C:53](=[CH:54][CH:55]=[CH:56][CH:57]=2)[CH2:52][CH2:51][O:50]1. Procedure: Following the general procedure of EXAMPLE 49 and making non-critical variations 2-(isochroman-1-yl)ethanol-O-methanesulfonate (LXXX, 0.412 g) and 4-(3,5-dimethylpiperazin-1-yl)benzenesulfonamide [(IV), 0.433 g; prepared from 4-fluorobenzenesulfonamide, III, and cis-2,6-dimethylpiperazine, II (Aldrich), by the method of EXAMPLE 47] gives the title compound; mp 170-175 (decomp)°; MS (m/z) 429; IR (mineral oil) 1153, 1596, 1325, 1162 and 1096 cm-1. Reactants: CC1=C(N=CN1C(C1=CC=CC=C1)(C1=CC=CC=C1)C1=CC=CC=C1)CCC(=O)C1=CNC2=CC=CC=C12 (3-[5-methyl-1-(triphenylmethyl)-1H-imidazol-4-yl]-1-(1H-indol-3-yl)-1-propanone), [H-].[Na+] (sodium hydride), O (Water), CN(C(=O)Cl)C (dimethylcarbamyl chloride). The solvent is CN(C)C=O (DMF), CN(C)C=O (DMF). Reaction conditions: time 20 hour. The product is CN(C(=O)N1C=C(C2=CC=CC=C12)C(CCC=1N=CN(C1C)C(C1=CC=CC=C1)(C1=CC=CC=C1)C1=CC=CC=C1)=O)C (N,N-Dimethyl-3-[3-[5-methyl-1-(triphenylmethyl)-1H-imidazol-4-yl]-1-oxopropyl]-1H-indole-1-carboxamide). RXN SMILES: [CH3:1][C:2]1[N:6]([C:7]([C:20]2[CH:25]=[CH:24][CH:23]=[CH:22][CH:21]=2)([C:14]2[CH:19]=[CH:18][CH:17]=[CH:16][CH:15]=2)[C:8]2[CH:13]=[CH:12][CH:11]=[CH:10][CH:9]=2)[CH:5]=[N:4][C:3]=1[CH2:26][CH2:27][C:28]([C:30]1[C:38]2[C:33](=[CH:34][CH:35]=[CH:36][CH:37]=2)[NH:32][CH:31]=1)=[O:29].[H-].[Na+].[CH3:41][N:42]([CH3:46])[C:43](Cl)=[O:44].O>CN(C=O)C>[CH3:41][N:42]([CH3:46])[C:43]([N:32]1[C:33]2[C:38](=[CH:37][CH:36]=[CH:35][CH:34]=2)[C:30]([C:28](=[O:29])[CH2:27][CH2:26][C:3]2[N:4]=[CH:5][N:6]([C:7]([C:14]3[CH:19]=[CH:18][CH:17]=[CH:16][CH:15]=3)([C:8]3[CH:9]=[CH:10][CH:11]=[CH:12][CH:13]=3)[C:20]3[CH:25]=[CH:24][CH:23]=[CH:22][CH:21]=3)[C:2]=2[CH3:1])=[CH:31]1)=[O:44] |f:1.2|. Procedure details: A solution of 3-[5-methyl-1-(triphenylmethyl)-1H-imidazol-4-yl]-1-(1H-indol-3-yl)-1-propanone (500 mg) in dry DMF (3 ml) was added dropwise to a stirred suspension of sodium hydride (73% dispersion in oil; 40 mg) in dry DMF (1 ml) under nitrogen. After 15 min. dimethylcarbamyl chloride (0.11 ml) was added and the mixture was stirred for 20 h. Water (50 ml) was added and the suspension was extracted with dichloromethane (3×25 ml). The combined, dried organic extracts were evaporated to give an oi...